describe an organic reaction: reactants, conditions, products, and yield From a dataset of the Open Reaction Database (ORD), a public repository of structured organic reaction records. Starting materials: COC([C@@H](NC([C@@H](C[C@H](C(=O)O)CC1=CC=CC=C1)CC1=CC=CC=C1)=O)CSCC1=CC=CC=C1)=O (N-[(S,S)-2,4-dibenzyl-4-carboxybutyryl]-S-benzyl-(L)-cysteine methyl ester), NC1=NC=CC=C1 (2-aminopyridine), Cl.CN(CCCN=C=NCC)C (1-(3-dimethylaminopropyl)-3-ethylcarbodiimide hydrochloride). The solvent is C(Cl)Cl (methylene chloride). Product: COC([C@@H](NC([C@@H](C[C@@H](CC1=CC=CC=C1)C(=O)NC1=NC=CC=C1)CC1=CC=CC=C1)=O)CSCC1=CC=CC=C1)=O (N-[4-(2-pyridylamino-carbonyl)-(S,S)-2,4-dibenzylbutyryl]-S-benzyl-(L)-cysteine methyl ester). Reaction SMILES: [CH3:1][O:2][C:3](=[O:37])[C@H:4]([CH2:28][S:29][CH2:30][C:31]1[CH:36]=[CH:35][CH:34]=[CH:33][CH:32]=1)[NH:5][C:6](=[O:27])[C@H:7]([CH2:20][C:21]1[CH:26]=[CH:25][CH:24]=[CH:23][CH:22]=1)[CH2:8][C@@H:9]([CH2:13][C:14]1[CH:19]=[CH:18][CH:17]=[CH:16][CH:15]=1)[C:10](O)=[O:11].[NH2:38][C:39]1[CH:44]=[CH:43][CH:42]=[CH:41][N:40]=1.Cl.CN(C)CCCN=C=NCC>C(Cl)Cl>[CH3:1][O:2][C:3](=[O:37])[C@H:4]([CH2:28][S:29][CH2:30][C:31]1[CH:36]=[CH:35][CH:34]=[CH:33][CH:32]=1)[NH:5][C:6](=[O:27])[C@H:7]([CH2:20][C:21]1[CH:22]=[CH:23][CH:24]=[CH:25][CH:26]=1)[CH2:8][C@H:9]([C:10]([NH:38][C:39]1[CH:44]=[CH:43][CH:42]=[CH:41][N:40]=1)=[O:11])[CH2:13][C:14]1[CH:19]=[CH:18][CH:17]=[CH:16][CH:15]=1 |f:2.3|. Procedure details: A solution of 2.1 g of N-[(S,S)-2,4-dibenzyl-4-carboxybutyryl]-S-benzyl-(L)-cysteine methyl ester, 0.60 g of 2-aminopyridine and 1.2 g of 1-(3-dimethylaminopropyl)-3-ethylcarbodiimide hydrochloride in 25 ml of methylene chloride is stirred at room temperature overnight. The mixture is concentrated, ethyl acetate is added and washed with water, sodium bicarbonate, dried (Na2SO4), filtered and concentrated. The residue is chromatographed on silica gel eluting with ethyl acetatemethylene chloride (... The reactants are O (Water), COC(=O)C=1C=NC(=NC1)C=1SC=CC1 (2-thiophen-2-yl-pyrimidine-5-carboxylic acid methyl ester), [H-].C(C(C)C)[Al+]CC(C)C (diisobutylaluminumhydride), ice water. The solvent is O1CCCC1 (tetrahydrofuran). Reaction conditions: temperature 0 celsius, time 30 minute. Yields the product S1C(=CC=C1)C1=NC=C(C=N1)CO ((2-thiophen-2-yl-pyrimidin-5-yl)-methanol). RXN SMILES: C[O:2][C:3]([C:5]1[CH:6]=[N:7][C:8]([C:11]2[S:12][CH:13]=[CH:14][CH:15]=2)=[N:9][CH:10]=1)=O.[H-].C([Al+]CC(C)C)C(C)C.O>O1CCCC1>[S:12]1[CH:13]=[CH:14][CH:15]=[C:11]1[C:8]1[N:9]=[CH:10][C:5]([CH2:3][OH:2])=[CH:6][N:7]=1 |f:1.2|. Reported procedure: 0.175 g of 2-thiophen-2-yl-pyrimidine-5-carboxylic acid methyl ester was dissolved in 3 mL of tetrahydrofuran. The reaction was cooled to 0° C. (ice-water bath) and then 2.39 mL of diisobutylaluminumhydride (1.0 M in tetrahydrofuran) were added dropwise. The reaction was left stirring at 0° C. for 30 minutes, then at room temperature overnight. Water was added, the mixture was extracted with ethylacetate, and the organic layer was dried with magnesium sulphate, filtered and concentrated to affor... The reactants are S1C=C(C=C1)C=CC(=O)OC (methyl 3-(3-thienyl)acrylate), C(C)(=O)OCC(=C)C[Si](C)(C)C (2-((trimethylsilyl)methyl)-2-propen-1-yl acetate). The reagents and catalysts are [Pd].C1(=CC=CC=C1)P(C1=CC=CC=C1)C1=CC=CC=C1.C1(=CC=CC=C1)P(C1=CC=CC=C1)C1=CC=CC=C1.C1(=CC=CC=C1)P(C1=CC=CC=C1)C1=CC=CC=C1.C1(=CC=CC=C1)P(C1=CC=CC=C1)C1=CC=CC=C1 (tetrakis(triphenylphosphine) palladium(0)), C1(=CC=CC=C1)P(CCP(C1=CC=CC=C1)C1=CC=CC=C1)C1=CC=CC=C1 (1,2-bis(diphenylphosphino)ethane). The solvent is C1CCOC1 (THF). Product: C=C1C[C@H]([C@@H](C1)C(=O)OC)C1=CSC=C1 (Methyl(+−)-trans-4-Methylene-2-(3-thienyl)cyclopentanoate). The yield is 86.2%. As a reaction SMILES: [S:1]1[CH:5]=[CH:4][C:3]([CH:6]=[CH:7][C:8]([O:10][CH3:11])=[O:9])=[CH:2]1.C(O[CH2:16][C:17]([CH2:19][Si](C)(C)C)=[CH2:18])(=O)C>C1COCC1.[Pd].C1(P(C2C=CC=CC=2)C2C=CC=CC=2)C=CC=CC=1.C1(P(C2C=CC=CC=2)C2C=CC=CC=2)C=CC=CC=1.C1(P(C2C=CC=CC=2)C2C=CC=CC=2)C=CC=CC=1.C1(P(C2C=CC=CC=2)C2C=CC=CC=2)C=CC=CC=1.C1(P(C2C=CC=CC=2)CCP(C2C=CC=CC=2)C2C=CC=CC=2)C=CC=CC=1>[CH2:16]=[C:17]1[CH2:19][C@@H:7]([C:8]([O:10][CH3:11])=[O:9])[C@H:6]([C:3]2[CH:4]=[CH:5][S:1][CH:2]=2)[CH2:18]1 |f:3.4.5.6.7|. Procedure details: A mixture of methyl 3-(3-thienyl)acrylate (10.0 g, 59.5 mmol), tetrakis(triphenylphosphine) palladium(0) (5.15 g, 5.6 mmol), 1,2-bis(diphenylphosphino)ethane (1.35 g, 3.4 mmol) and 2-((trimethylsilyl)methyl)-2-propen-1-yl acetate (20 g, 107 mmol) in THF (125 mL) under argon was heated to reflux for 24 h. The volatiles were then removed in vacuo and the residue was purified by FC (5% ethyl acetate in hexanes) to afford the title compound (11.4 g). Reactants: O (Water), C(C)OP(OCC)(=O)C(P(OCC)(OCC)=O)NC1=NC=C(C=C1)CCCO ([(5-(3-hydroxypropyl)-2-pyridinyl)aminomethylene]-bis(phosphonic acid] tetraethyl ester), C(Br)(Br)(Br)Br (carbon tetrabromide), C1(=CC=CC=C1)P(C1=CC=CC=C1)C1=CC=CC=C1 (triphenyl phosphine). Run in ClCCl (dichloromethane). Run at time 5 hour. The product is C(C)OP(OCC)(=O)C(P(OCC)(OCC)=O)NC1=NC=C(C=C1)CCCBr ([(5-(3-bromopropyl)-2-pyridinyl)aminomethylene]bis[phosphonic acid] tetraethyl ester). Reaction SMILES: [CH2:1]([O:3][P:4]([CH:9]([NH:18][C:19]1[CH:24]=[CH:23][C:22]([CH2:25][CH2:26][CH2:27]O)=[CH:21][N:20]=1)[P:10](=[O:17])([O:14][CH2:15][CH3:16])[O:11][CH2:12][CH3:13])(=[O:8])[O:5][CH2:6][CH3:7])[CH3:2].C(Br)(Br)(Br)[Br:30].C1(P(C2C=CC=CC=2)C2C=CC=CC=2)C=CC=CC=1.O>ClCCl>[CH2:1]([O:3][P:4]([CH:9]([NH:18][C:19]1[CH:24]=[CH:23][C:22]([CH2:25][CH2:26][CH2:27][Br:30])=[CH:21][N:20]=1)[P:10](=[O:17])([O:14][CH2:15][CH3:16])[O:11][CH2:12][CH3:13])(=[O:8])[O:5][CH2:6][CH3:7])[CH3:2]. Procedure details: A mixture of [(5-(3-hydroxypropyl)-2-pyridinyl)aminomethylene]-bis(phosphonic acid] tetraethyl ester (10 mmol), carbon tetrabromide (11 mmol) and triphenyl phosphine (11 mmol) in dichloromethane (100 ml) is stirred at room temperature for 5 h. Water is added and the product is extracted with dichloromethane. The combined organic extracts are dried and concentrated. The residue is purified by flash column chromatography to give [(5-(3-bromopropyl)-2-pyridinyl)aminomethylene]bis[phosphonic acid] t... Starting materials: BrC1=CC=C(C=C1)C1(CC1)OC (1-bromo-4-(1-methoxycyclopropyl)-benzene), C(I)I (CH2I2), BrC1=CC=C(C=C1)C(CC)=C (1-bromo-4-(1-methylenepropyl)-benzene), ClC1=C(C(=CC(=C1)Cl)Cl)O (2,4,6-trichlorophenol), C(C)[Zn]CC (diethyl zinc). The product is BrC1=CC=C(C=C1)C1(CC1)CC (1-bromo-4-(1-ethylcyclopropyl)-benzene). Yield: 85.0%. Reaction SMILES: [Br:1][C:2]1[CH:7]=[CH:6][C:5]([C:8]2(OC)[CH2:10][CH2:9]2)=[CH:4][CH:3]=1.Cl[C:14]1C=C(Cl)C=C(Cl)[C:15]=1O.C([Zn]CC)C.C(I)I.BrC1C=CC(C(=C)CC)=CC=1>>[Br:1][C:2]1[CH:7]=[CH:6][C:5]([C:8]2([CH2:14][CH3:15])[CH2:10][CH2:9]2)=[CH:4][CH:3]=1. Procedure details: The title compound was synthesized in analogy to 1-bromo-4-(1-methoxycyclopropyl)-benzene (described in example S89) using 2,4,6-trichlorophenol (580 mg, 2.94 mmol), diethyl zinc (2.94 ml, 1M solution in hexane, 2.94 mmol), CH2I2 (237 μl, 2.94 mmol) and 1-bromo-4-(1-methylenepropyl)-benzene (310 mg, 1.47 mmol). The isolated residue was purified by flash column chromatography (100% pentane) to give 1-bromo-4-(1-ethylcyclopropyl)-benzene (280 mg, 85%) as a colorless oil. 1H NMR (CDCl3, 300 MHz): δ...